From a dataset of the Open Reaction Database (ORD), a public repository of structured organic reaction records. describe an organic reaction: reactants, conditions, products, and yield Reactants: CN(CCN1CCNCC1=O)c1ccncc1, O=S(=O)(Cl)c1cc2ccc(Cl)cc2s1. Product: CN(CCN1CCN(S(=O)(=O)c2cc3ccc(Cl)cc3s2)CC1=O)c1ccncc1. RXN SMILES: [CH3:1][N:2]([CH2:3][CH2:4][N:5]1[C:6](=[O:11])[CH2:7][NH:8][CH2:9][CH2:10]1)[c:12]1[cH:13][cH:14][n:15][cH:16][cH:17]1.[Cl:18][c:19]1[cH:20][cH:21][c:22]2[c:23]([s:24][c:25]([S:27](=[O:28])(=[O:29])[Cl:30])[cH:26]2)[cH:31]1>>[CH3:1][N:2]([CH2:3][CH2:4][N:5]1[C:6](=[O:11])[CH2:7][N:8]([S:27]([c:25]2[s:24][c:23]3[c:22]([cH:21][cH:20][c:19]([Cl:18])[cH:31]3)[cH:26]2)(=[O:28])=[O:29])[CH2:9][CH2:10]1)[c:12]1[cH:13][cH:14][n:15][cH:16][cH:17]1.